Dataset: the Open Reaction Database (ORD), a public repository of structured organic reaction records. Task: describe an organic reaction: reactants, conditions, products, and yield The reactants are BrC1=CC=C(C=C1)N=CC1=C(C=CC=C1)O (2-{[(4-bromophenyl)imino]methyl}phenol), [H-].[Na+] (sodium hydride), oil, [I-].C[S+](=O)(C)C (trimethylsulfoxonium iodide), ice. Solvent: CS(=O)C (dimethylsulfoxide), CS(=O)C (dimethylsulfoxide). Reaction conditions: time 10 minute. The product is BrC1=CC=C(C=C1)NC1C2=C(OC1)C=CC=C2 (N-(4-bromophenyl)-N-(2,3-dihydrobenzo[b]furan-3-yl)amine). Isolated yield 75.9%. Reaction SMILES: [H-].[Na+].[I-].[CH3:4][S+](C)(C)=O.[Br:9][C:10]1[CH:15]=[CH:14][C:13]([N:16]=[CH:17][C:18]2[CH:23]=[CH:22][CH:21]=[CH:20][C:19]=2[OH:24])=[CH:12][CH:11]=1>CS(C)=O>[Br:9][C:10]1[CH:11]=[CH:12][C:13]([NH:16][CH:17]2[CH2:4][O:24][C:19]3[CH:20]=[CH:21][CH:22]=[CH:23][C:18]2=3)=[CH:14][CH:15]=1 |f:0.1,2.3|. Reported procedure: A 60% dispersion of sodium hydride in mineral oil (0.145 g, 0.00362 mol) was added to a solution of trimethylsulfoxonium iodide (0.8 g, 0.00362 mol) in anhydrous dimethylsulfoxide (10 mL) and the resulting mixture was stirred under an atmosphere of nitrogen for 10 min. A solution of 2-{[(4-bromophenyl)imino]methyl}phenol (0.4 g, 0.00145 mol) in anhydrous dimethylsulfoxide (5 mL) was added dropwise and the resulting mixture was stirred at ambient temperature for 2.5 hours. It was poured into ice-...